This data is from the Open Reaction Database (ORD), a public repository of structured organic reaction records. The task is: describe an organic reaction: reactants, conditions, products, and yield Starting materials: CCOC(=O)C1CCc2c([nH]c3ccc(Cl)cc23)C1, CN(C)C=O, CI, CO, [H-], [Na+]. The product is CCOC(=O)C1CCc2c(n(C)c3ccc(Cl)cc23)C1. RXN SMILES: [CH2:3]([CH3:4])[O:5][C:6](=[O:7])[CH:8]1[CH2:9][c:10]2[nH:11][c:12]3[cH:13][cH:14][c:15]([Cl:21])[cH:16][c:17]3[c:18]2[CH2:19][CH2:20]1.[CH3:22][N:23]([CH3:24])[CH:25]=[O:26].[CH3:27][I:28].[CH3:29][OH:30].[H-:1].[Na+:2]>>[CH2:3]([CH3:4])[O:5][C:6](=[O:7])[CH:8]1[CH2:9][c:10]2[n:11]([CH3:22])[c:12]3[cH:13][cH:14][c:15]([Cl:21])[cH:16][c:17]3[c:18]2[CH2:19][CH2:20]1.